From a dataset of the Open Reaction Database (ORD), a public repository of structured organic reaction records. describe an organic reaction: reactants, conditions, products, and yield Reactants: NC1=NNC(=N1)C1=CC=C(C=C1)Cl (3-amino-5-(4-chlorophenyl)-1,2,4-triazole), BrC=1SC(=CN1)[N+](=O)[O-] (2-bromo-5-nitrothiazole), ClCCl (dichloromethane), O1CCCC1 (tetrahydrofuran). Run in CO (methanol). Product: ClC1=CC=C(C=C1)C1=NNC(=N1)NC=1SC(=CN1)[N+](=O)[O-] (3-(4-chlorophenyl)-5-[(5-nitrothiazol-2-yl)amino]-1,2,4-triazole). RXN SMILES: [NH2:1][C:2]1[N:6]=[C:5]([C:7]2[CH:12]=[CH:11][C:10]([Cl:13])=[CH:9][CH:8]=2)[NH:4][N:3]=1.Br[C:15]1[S:16][C:17]([N+:20]([O-:22])=[O:21])=[CH:18][N:19]=1.O1CCCC1.ClCCl>CO>[Cl:13][C:10]1[CH:11]=[CH:12][C:7]([C:5]2[N:6]=[C:2]([NH:1][C:15]3[S:16][C:17]([N+:20]([O-:22])=[O:21])=[CH:18][N:19]=3)[NH:3][N:4]=2)=[CH:8][CH:9]=1. Procedure: The title compound was prepared in a similar manner described in Example 1 by heating 3-amino-5-(4-chlorophenyl)-1,2,4-triazole with 2-bromo-5-nitrothiazole in refluxing tetrahydrofuran followed by silica gel column chromatograph by a solvent mixture of dichloromethane and methanol to yield 3-(4-chlorophenyl)-5-[(5-nitrothiazol-2-yl)amino]-1,2,4-triazole. Starting materials: [Li+].CC(C)[N-]C(C)C (LDA), C(C)(C)NC(C)C (diisopropylamine), solution, C(CCC)[Li] (n-butyl lithium), ClC1=CC=C(C=C1)C(C(=O)OCC)C (ethyl 2-(4-chlorophenyl)propionate), [OH-].[Na+] (sodium hydroxide), ClC=1C=C(CCl)C=CC1 (m-chlorobenzyl chloride). Run in C1CCOC1 (THF), C(C)O (ethanol), CCCCCC (hexane), C1CCOC1 (THF). Run at time 0.5 hour. Yields the product ClC=1C=C(CC(C(=O)O)(C)C2=CC=C(C=C2)Cl)C=CC1 (2 -(3-chlorobenzyl)-2-(4-chlorophenyl)propionic acid). Yield: 91.4%. Reaction SMILES: [Li+].CC([N-]C(C)C)C.C(NC(C)C)(C)C.C([Li])CCC.[Cl:21][C:22]1[CH:27]=[CH:26][C:25]([CH:28]([CH3:34])[C:29]([O:31]CC)=[O:30])=[CH:24][CH:23]=1.[Cl:35][C:36]1[CH:37]=[C:38]([CH:41]=[CH:42][CH:43]=1)[CH2:39]Cl.[OH-].[Na+]>C1COCC1.CCCCCC.C(O)C>[Cl:35][C:36]1[CH:37]=[C:38]([CH:41]=[CH:42][CH:43]=1)[CH2:39][C:28]([C:25]1[CH:24]=[CH:23][C:22]([Cl:21])=[CH:27][CH:26]=1)([CH3:34])[C:29]([OH:31])=[O:30] |f:0.1,6.7|. Procedure details: To a solution of LDA in THF (1 liter), which had been prepared from diisopropylamine (35 g) and a 1.6M solution of n-butyl lithium in hexane (216 ml), was added dropwise a solution of ethyl 2-(4-chlorophenyl)propionate (70 g) in THF (100 ml) which had been obtained in paragraph 1), at a temperature of -45° to -40° C. under an atmosphere of nitrogen gas. At the same temperature, the reaction mixture was stirred for 0.5 hours, and m-chlorobenzyl chloride (55.7 g) was added dropwise thereto. The mi...